From a dataset of the Open Reaction Database (ORD), a public repository of structured organic reaction records. describe an organic reaction: reactants, conditions, products, and yield Starting materials: CN(C)C1CCN(c2ccc(CNC(=O)C3CCN(c4ccc(Cl)cc4[N+](=O)[O-])CC3)cc2)C1, CC(=O)OC(C)=O, CC(=O)O. Product: CC(=O)Nc1cc(Cl)ccc1N1CCC(C(=O)NCc2ccc(N3CCC(N(C)C)C3)cc2)CC1. As a reaction SMILES: [CH3:1][N:2]([CH:3]1[CH2:4][N:5]([c:8]2[cH:9][cH:10][c:11]([CH2:14][NH:15][C:16](=[O:17])[CH:18]3[CH2:19][CH2:20][N:21]([c:24]4[c:25]([N+:31]([O-:32])=[O:33])[cH:26][c:27]([Cl:30])[cH:28][cH:29]4)[CH2:22][CH2:23]3)[cH:12][cH:13]2)[CH2:6][CH2:7]1)[CH3:34].[CH3:35][C:36](=[O:37])[O:38][C:39](=[O:40])[CH3:41].[CH3:42][C:43](=[O:44])[OH:45]>>[CH3:1][N:2]([CH:3]1[CH2:4][N:5]([c:8]2[cH:9][cH:10][c:11]([CH2:14][NH:15][C:16](=[O:17])[CH:18]3[CH2:19][CH2:20][N:21]([c:24]4[c:25]([NH:31][C:36]([CH3:35])=[O:37])[cH:26][c:27]([Cl:30])[cH:28][cH:29]4)[CH2:22][CH2:23]3)[cH:12][cH:13]2)[CH2:6][CH2:7]1)[CH3:34]. Starting materials: CCOC(=O)Nc1nc2ccc(C)cc2nc1OC, COc1cc(OC)cc(N2CCNCC2)c1. The product is COc1cc(OC)cc(N2CCN(C(=O)Nc3nc4ccc(C)cc4nc3OC)CC2)c1. RXN SMILES: [CH3:1][O:2][c:3]1[c:4]([NH:14][C:15]([O:16][CH2:17][CH3:18])=[O:19])[n:5][c:6]2[cH:7][cH:8][c:9]([CH3:13])[cH:10][c:11]2[n:12]1.[CH3:20][O:21][c:22]1[cH:23][c:24]([N:30]2[CH2:31][CH2:32][NH:33][CH2:34][CH2:35]2)[cH:25][c:26]([O:28][CH3:29])[cH:27]1>>[CH3:1][O:2][c:3]1[c:4]([NH:14][C:15](=[O:19])[N:33]2[CH2:32][CH2:31][N:30]([c:24]3[cH:23][c:22]([O:21][CH3:20])[cH:27][c:26]([O:28][CH3:29])[cH:25]3)[CH2:35][CH2:34]2)[n:5][c:6]2[cH:7][cH:8][c:9]([CH3:13])[cH:10][c:11]2[n:12]1. Reactants: Cl (hydrochloric acid), [O-]C#N.[K+].NC(=O)N[C@@H](CC1=C(C(=CC=C1[N+](=O)[O-])C)C)C(=O)O (N-(Aminocarbonyl)-2,3-dimethyl-6-nitrophenylalanine Potassium cyanate), Cl.CC1=C(C[C@H](N)C(=O)O)C(=CC=C1C)[N+](=O)[O-] (2,3-dimethyl-6-nitrophenylalanine hydrochloride). Run in O (water). The product is NC(=O)N[C@@H](CC1=C(C(=CC=C1[N+](=O)[O-])C)C)C(=O)O (N-(aminocarbonyl)-2,3-dimethyl-6-nitrophenylalanine), hydrate. The yield is 100.0%. Reaction SMILES: [O-]C#N.[K+].[NH2:5][C:6]([NH:8][C@H:9]([C:22]([OH:24])=[O:23])[CH2:10][C:11]1[C:16]([N+:17]([O-:19])=[O:18])=[CH:15][CH:14]=[C:13]([CH3:20])[C:12]=1[CH3:21])=[O:7].Cl.CC1C(C)=CC=C([N+]([O-])=O)C=1C[C@@H](C(O)=O)N.Cl>O>[NH2:5][C:6]([NH:8][C@H:9]([C:22]([OH:24])=[O:23])[CH2:10][C:11]1[C:16]([N+:17]([O-:19])=[O:18])=[CH:15][CH:14]=[C:13]([CH3:20])[C:12]=1[CH3:21])=[O:7] |f:0.1.2,3.4|. Procedure details: DL-N-(Aminocarbonyl)-2,3-dimethyl-6-nitrophenylalanine Potassium cyanate (17.5 g, 0.21 mol) was added to stirred solution of DL-2,3-dimethyl-6-nitrophenylalanine hydrochloride (15 g, 0.05 mol) in water (125 mL). The mixture was heated on a steam bath for 30 minutes, cooled and acidified with 2N hydrochloric acid solution. The precipitate was filtered off, washed with water and dried in air to give DL-N-(aminocarbonyl)-2,3-dimethyl-6-nitrophenylalanine as a hydrate (16.0 g, 100%), m.p. 223°-224° ... Reactants: COC(=O)C1CNc2cc(C#N)ccc2O1, CCOC(=O)Cl, ClCCl, [K+], [K+], O=C([O-])[O-]. Yields the product CCOC(=O)N1CC(C(=O)OC)Oc2ccc(C#N)cc21. As a reaction SMILES: [C:1](#[N:2])[c:3]1[cH:4][cH:5][c:6]2[c:7]([cH:16]1)[NH:8][CH2:9][CH:10]([C:12](=[O:13])[O:14][CH3:15])[O:11]2.[Cl:23][C:24](=[O:25])[O:26][CH2:27][CH3:28].[Cl:29][CH2:30][Cl:31].[K+:17].[K+:18].[O-:19][C:20]([O-:21])=[O:22]>>[C:1](#[N:2])[c:3]1[cH:4][cH:5][c:6]2[c:7]([cH:16]1)[N:8]([C:24](=[O:25])[O:26][CH2:27][CH3:28])[CH2:9][CH:10]([C:12](=[O:13])[O:14][CH3:15])[O:11]2. Reactants: CC(=O)O, C[O-], [K+], Cc1cccc([N+](=O)[O-])c1C, CCCCON=O, CN(C)C=O, O. The product is Cc1cccc([N+](=O)[O-])c1C=NO. Reaction SMILES: [CH3:27][C:28](=[O:29])[OH:30].[CH3:6][O-:7].[K+:8].[N+:9](=[O:10])([O-:11])[c:12]1[c:13]([CH3:19])[c:14]([CH3:18])[cH:15][cH:16][cH:17]1.[N:20](=[O:21])[O:22][CH2:23][CH2:24][CH2:25][CH3:26].[O:1]=[CH:2][N:3]([CH3:4])[CH3:5].[OH2:31]>>[N+:9](=[O:10])([O-:11])[c:12]1[c:13]([CH:19]=[N:20][OH:21])[c:14]([CH3:18])[cH:15][cH:16][cH:17]1. Starting materials: BrC(CO)(CO)[N+](=O)[O-] (2-bromo-2-nitropropane-1,3-diol), C([O-])(O)=O.[Na+] (sodium bicarbonate), CC(=O)C (acetone), B(F)(F)F.CCOCC (boron trifluoride etherate). Conditions: time 8 hour. The product is BrC1(COC(OC1)(C)C)[N+](=O)[O-] (5-bromo-2,2-dimethyl-5-nitro- 1,3-dioxane). Yield: 40.0%. As a reaction SMILES: [Br:1][C:2]([N+:7]([O-:9])=[O:8])([CH2:5][OH:6])[CH2:3][OH:4].[CH3:10][C:11]([CH3:13])=O.B(F)(F)F.CCOCC.C(=O)(O)[O-].[Na+]>>[Br:1][C:2]1([N+:7]([O-:9])=[O:8])[CH2:5][O:6][C:11]([CH3:13])([CH3:10])[O:4][CH2:3]1 |f:2.3,4.5|. Procedure details: To a 100 ml. 3-necked flask equipped with magnetic stirring was added 20 g. (0.1 mole) of 2-bromo-2-nitropropane-1,3-diol and 30 ml. (0.5 mole) of acetone. After solution was complete, the temperature was 15° C. Then 13 ml. (0.1 mole) of boron trifluoride etherate was added to the reaction mixture from a dropping funnel over a period of about 2 minutes. The temperature rose to 47° C. and then dropped to 35° C. over a period of 10 minutes. The reaction mixture was then poured into 150 ml. of a sa... Starting materials: Cl.Cl.O1N=C(C=2C=NC=CC21)N2CCN(CC2)CC[C@@H]2CC[C@H](CC2)N (trans-4-[2-(4-isoxazolo[4,5-c]pyridin-3-yl-piperazin-1-yl)-ethyl]-cyclohexylamine dihydrochloride), CC(=O)O (AcOH), CCN(C(C)C)C(C)C (iPr2NEt), CN(C)C(=[N+](C)C)ON1C2=C(C=CC=C2)N=N1.[B-](F)(F)(F)F (TBTU). Solvent: O1CCOCC1 (dioxane). The product is SiO2, O1N=C(C=2C=NC=CC21)N2CCN(CC2)CC[C@@H]2CC[C@H](CC2)NC(C)=O (N-{trans-4-[2-(4-Isoxazolo[4,5-c]pyridin-3-yl-piperazin-1-yl)-ethyl]-cyclohexyl}-acetamide). Isolated yield 66.8%. As a reaction SMILES: Cl.Cl.[O:3]1[C:11]2[CH:10]=[CH:9][N:8]=[CH:7][C:6]=2[C:5]([N:12]2[CH2:17][CH2:16][N:15]([CH2:18][CH2:19][C@H:20]3[CH2:25][CH2:24][C@H:23]([NH2:26])[CH2:22][CH2:21]3)[CH2:14][CH2:13]2)=[N:4]1.[CH3:27][C:28](O)=[O:29].CCN(C(C)C)C(C)C.CN(C(ON1N=NC2C=CC=CC1=2)=[N+](C)C)C.[B-](F)(F)(F)F>O1CCOCC1>[O:3]1[C:11]2[CH:10]=[CH:9][N:8]=[CH:7][C:6]=2[C:5]([N:12]2[CH2:13][CH2:14][N:15]([CH2:18][CH2:19][C@H:20]3[CH2:25][CH2:24][C@H:23]([NH:26][C:28](=[O:29])[CH3:27])[CH2:22][CH2:21]3)[CH2:16][CH2:17]2)=[N:4]1 |f:0.1.2,5.6|. Procedure details: A mixture in dioxane (5 ml) of trans-4-[2-(4-isoxazolo[4,5-c]pyridin-3-yl-piperazin-1-yl)-ethyl]-cyclohexylamine dihydrochloride (100 mg, 0.25 mmol), AcOH (22 mg, 0.37 mmol), iPr2NEt (161 mg, 1.2 mmol) and TBTU (96 mg, 0.30 mmol) was stirred 16 h at r.t. After evaporation to dryness sat. aq. NaHCO3 was added and the product was extracted with 2 portions of CH2Cl2. The organic layers were directly loaded on a column. Flash chromatography (20 g SiO2, CH2Cl2/MeOH 100:0→90:10) yielded 62 mg (67%) of... Starting materials: ClC1=NC2=CC=C(C=C2C=C1C(=O)O)Cl (2,6-dichloro-quinoline-3-carboxylic acid), COCCOC([C@H](CC1=CC=CC=C1)N)=O ((S)-2-amino-3-phenyl-propionic acid 2-methoxy-ethyl ester). The product is ClC=1C=C2C=C(C(=NC2=CC1)N[C@@H](CC1=CC=CC=C1)C(=O)OCCOC)C(=O)O (6-Chloro-2-[(S)-1-(2-methoxy-ethoxycarbonyl)-2-phenyl-ethylamino]-quinoline-3-carboxylic acid). RXN SMILES: Cl[C:2]1[C:11]([C:12]([OH:14])=[O:13])=[CH:10][C:9]2[C:4](=[CH:5][CH:6]=[C:7]([Cl:15])[CH:8]=2)[N:3]=1.[CH3:16][O:17][CH2:18][CH2:19][O:20][C:21](=[O:31])[C@@H:22]([NH2:30])[CH2:23][C:24]1[CH:29]=[CH:28][CH:27]=[CH:26][CH:25]=1>>[Cl:15][C:7]1[CH:8]=[C:9]2[C:4](=[CH:5][CH:6]=1)[N:3]=[C:2]([NH:30][C@H:22]([C:21]([O:20][CH2:19][CH2:18][O:17][CH3:16])=[O:31])[CH2:23][C:24]1[CH:29]=[CH:28][CH:27]=[CH:26][CH:25]=1)[C:11]([C:12]([OH:14])=[O:13])=[CH:10]2. Procedure details: In close analogy to the procedure described in Example 43, 2,6-dichloro-quinoline-3-carboxylic acid is reacted with (S)-2-amino-3-phenyl-propionic acid 2-methoxy-ethyl ester to provide after chromatographical separation the title compound in moderate yield. Reported procedure: A mixture of 7.7 parts of 2-amino-N-[2-[4-[[1-[(4-fluorophenyl)-methyl]-1H-benzimidazol-2-yl]amino]-1-piperidinyl]ethyl]benzamide, 20 parts of acetic acid anhydride and 80 parts of water was stirred for 4 hours at 100° C. Water was added and the whole was alkalized with ammonium hydroxide. The product was extracted with trichloromethane. The extract was dried, filtered and evaporated. The residue was crystallized from 4-methyl-2-pentanone. The product was filtered off and recrystallized from ace... Yields the product C(C)(=O)NC1=C(C(=O)NCCN2CCC(CC2)NC2=NC3=C(N2CC2=CC=C(C=C2)F)C=CC=C3)C=CC=C1 (2-(acetylamino)-N-[2-[4-[[1-[(4-fluorophenyl)methyl]-1H-benzimidazol-2-yl]amino]-1-piperidinyl]ethyl]benzamide). Solvent: O (Water), O (water). As a reaction SMILES: [NH2:1][C:2]1[CH:36]=[CH:35][CH:34]=[CH:33][C:3]=1[C:4]([NH:6][CH2:7][CH2:8][N:9]1[CH2:14][CH2:13][CH:12]([NH:15][C:16]2[N:20]([CH2:21][C:22]3[CH:27]=[CH:26][C:25]([F:28])=[CH:24][CH:23]=3)[C:19]3[CH:29]=[CH:30][CH:31]=[CH:32][C:18]=3[N:17]=2)[CH2:11][CH2:10]1)=[O:5].[C:37](OC(=O)C)(=[O:39])[CH3:38].[OH-].[NH4+]>O>[C:37]([NH:1][C:2]1[CH:36]=[CH:35][CH:34]=[CH:33][C:3]=1[C:4]([NH:6][CH2:7][CH2:8][N:9]1[CH2:14][CH2:13][CH:12]([NH:15][C:16]2[N:20]([CH2:21][C:22]3[CH:27]=[CH:26][C:25]([F:28])=[CH:24][CH:23]=3)[C:19]3[CH:29]=[CH:30][CH:31]=[CH:32][C:18]=3[N:17]=2)[CH2:11][CH2:10]1)=[O:5])(=[O:39])[CH3:38] |f:2.3|. The reactants are NC1=C(C(=O)NCCN2CCC(CC2)NC2=NC3=C(N2CC2=CC=C(C=C2)F)C=CC=C3)C=CC=C1 (2-amino-N-[2-[4-[[1-[(4-fluorophenyl)-methyl]-1H-benzimidazol-2-yl]amino]-1-piperidinyl]ethyl]benzamide), C(C)(=O)OC(C)=O (acetic acid anhydride), [OH-].[NH4+] (ammonium hydroxide). Run at temperature 100 celsius, time 4 hour.